This data is from the Open Reaction Database (ORD), a public repository of structured organic reaction records. The task is: describe an organic reaction: reactants, conditions, products, and yield The reactants are [K+].[Br-] (KBr), Cl.NO (hydroxylamine hydrochloride), cuprous chloride, C1=CC=CC=2C3=CC=CC=C3N(C12)CC#C (3-(N-carbazolyl) propyne), C(C)N (ethylamine), BrC#CCCCCCCCCCCCC (1-bromo-1-tetradecyne), [Cl-].[Na+] (sodium chloride), Cl (HCl). Run in O (water), CN(C=O)C (dimethylformamide). Reaction conditions: temperature 37 celsius. Product: C1=CC=CC=2C3=CC=CC=C3N(C12)CC#CC#CCCCCCCCCCCCC (1-(N-carbazolyl)-2,4-heptadecadiyne). Yield: 95.0%. As a reaction SMILES: Cl.NO.[CH:4]1[C:16]2[N:15]([CH2:17][C:18]#[CH:19])[C:14]3[C:9](=[CH:10][CH:11]=[CH:12][CH:13]=3)[C:8]=2[CH:7]=[CH:6][CH:5]=1.C(N)C.Br[C:24]#[C:25][CH2:26][CH2:27][CH2:28][CH2:29][CH2:30][CH2:31][CH2:32][CH2:33][CH2:34][CH2:35][CH2:36][CH3:37].[Cl-].[Na+].Cl.[K+].[Br-]>O.CN(C)C=O>[CH:13]1[C:14]2[N:15]([CH2:17][C:18]#[C:19][C:24]#[C:25][CH2:26][CH2:27][CH2:28][CH2:29][CH2:30][CH2:31][CH2:32][CH2:33][CH2:34][CH2:35][CH2:36][CH3:37])[C:16]3[C:8](=[CH:7][CH:6]=[CH:5][CH:4]=3)[C:9]=2[CH:10]=[CH:11][CH:12]=1 |f:0.1,5.6,8.9|. Procedure: A 250 ml, three-necked, round bottom flask was fitted with mechanical stirrer, addition funnel, reflux condenser, thermometer and means for providing nitrogen atmosphere. To the flask was added 0.5 g of hydroxylamine hydrochloride, 0.25 g of cuprous chloride, 15.0 g (0.073 mole) of 3-(N-carbazolyl) propyne (prepared as in Example 2A), 75 ml of dimethylformamide, 12 ml of water, and 12 ml of 70% ethylamine. The resulting mixture was stirred and heated to 37° C, and 21.9 g (0.080 mole) of 1-bromo-... Starting materials: P(=O)(OC1=C(C=CC=C1)CCCCCCCCC)(OCC(CCl)O)[O-].[Na+] (sodium nonylphenyl 2-hydroxy-3-chloropropyl phosphate), C(C)O.[OH-].[Na+] (sodium hydroxide ethanol). The solvent is C(C)O (ethanol). Reaction conditions: temperature 80 celsius, time 4 hour. Product: P(=O)(OC1=C(C=CC=C1)CCCCCCCCC)(OCC1CO1)[O-].[Na+] (sodium nonylphenyl glycidyl phosphate). Isolated yield 99.1%. RXN SMILES: [P:1]([O-:25])([O:19][CH2:20][CH:21]([OH:24])[CH2:22]Cl)([O:3][C:4]1[CH:9]=[CH:8][CH:7]=[CH:6][C:5]=1[CH2:10][CH2:11][CH2:12][CH2:13][CH2:14][CH2:15][CH2:16][CH2:17][CH3:18])=[O:2].[Na+:26].C(O)C.[OH-].[Na+]>C(O)C>[P:1]([O-:25])([O:19][CH2:20][CH:21]1[O:24][CH2:22]1)([O:3][C:4]1[CH:9]=[CH:8][CH:7]=[CH:6][C:5]=1[CH2:10][CH2:11][CH2:12][CH2:13][CH2:14][CH2:15][CH2:16][CH2:17][CH3:18])=[O:2].[Na+:26] |f:0.1,2.3.4,6.7|. Procedure details: 50 g (0.12 mol) of sodium nonylphenyl 2-hydroxy-3-chloropropyl phosphate was charged into a reactor, to which 1000 ml of ethanol was added, followed by agitation and heating to 80° C. to obtain a uniform mixture. Thereafter, the reaction system was cooled down to 30° C., to which was gradually added 53.0 g (0.12 mol) of a 0.0022 mol/g sodium hydroxide ethanol solution, followed by agitation for 4 hours while keeping the temperature. The HPLC analysis revealed the disappearance of a peak of the s...